Dataset: the Open Reaction Database (ORD), a public repository of structured organic reaction records. Task: describe an organic reaction: reactants, conditions, products, and yield Reactants: CC1CCCN(c2ccc(Br)cc2)C1, [Li]C(C)(C)C, CON(C)C(=O)c1ccc(Cl)c(S(N)(=O)=O)c1, C1CCOC1. The product is CC1CCCN(c2ccc(C(=O)c3ccc(Cl)c(S(N)(=O)=O)c3)cc2)C1. RXN SMILES: [Br:1][c:2]1[cH:3][cH:4][c:5]([N:8]2[CH2:9][CH:10]([CH3:14])[CH2:11][CH2:12][CH2:13]2)[cH:6][cH:7]1.[C:32]([Li:33])([CH3:34])([CH3:35])[CH3:36].[Cl:15][c:16]1[c:17]([S:28]([NH2:29])(=[O:30])=[O:31])[cH:18][c:19]([C:20](=[O:21])[N:22]([O:23][CH3:24])[CH3:25])[cH:26][cH:27]1.[O:37]1[CH2:38][CH2:39][CH2:40][CH2:41]1>>[c:2]1([C:20]([c:19]2[cH:18][c:17]([S:28]([NH2:29])(=[O:30])=[O:31])[c:16]([Cl:15])[cH:27][cH:26]2)=[O:21])[cH:3][cH:4][c:5]([N:8]2[CH2:9][CH:10]([CH3:14])[CH2:11][CH2:12][CH2:13]2)[cH:6][cH:7]1. The reactants are [OH-].[Na+] (sodium hydroxide), S(O)(O)(=O)=O (sulfuric acid), CC(COC1=CC=C(C=C1)N1C=NC=C1)=C (1-[4-(2-methyl-2-propenyloxy)phenyl]-1H-imidazole), C(C)#N (acetonitrile). The solvent is C(C)(=O)O (acetic acid), O (water). Run at temperature 0 celsius, time 8 hour. The product is N1(C=NC=C1)C1=CC=C(OCC(C)(C)NC(C)=O)C=C1 (N-[-2-[4-(1H-Imidazol-1-yl)phenoxy]-1,1-dimethylethyl]acetamide). As a reaction SMILES: [CH3:1][C:2](=[CH2:16])[CH2:3][O:4][C:5]1[CH:10]=[CH:9][C:8]([N:11]2[CH:15]=[CH:14][N:13]=[CH:12]2)=[CH:7][CH:6]=1.S(=O)(=O)(O)O.[OH-:22].[Na+].[C:24](#[N:26])[CH3:25]>C(O)(=O)C.O>[N:11]1([C:8]2[CH:7]=[CH:6][C:5]([O:4][CH2:3][C:2]([NH:26][C:24](=[O:22])[CH3:25])([CH3:1])[CH3:16])=[CH:10][CH:9]=2)[CH:15]=[CH:14][N:13]=[CH:12]1 |f:2.3|. Procedure: Dissolve 27 g (0.126 mol) of 1-[4-(2-methyl-2-propenyloxy)phenyl]-1H-imidazole in a solution of 78 mL of glacial acetic acid and 29 mL of acetonitrile. Cool this solution to 0° C. over an ice bath and add 29.0 mL of 95% sulfuric acid dropwise at a rate to keep temperature below 15° C. Upon completionof the addition, stir overnight at room temperature. After this time, make basic (pH=12-14) with 4 N sodium hydroxide. Dilute with 400 mL of water and extract with 3×400 mL of diethyl ether. Concentr... The reactants are C(N)(=O)C=1NC=[NH+]C1[O-] (4-carbamoylimidazolium-5-olate), C(C1=CC=CC=C1)(=O)Cl (benzoyl chloride). Run in N1=CC=CC=C1 (pyridine). Run at time 2 hour. Product: C(C1=CC=CC=C1)(=O)OC=1N=CNC1C(N)=O (5-carbamoyl-1H-imidazol-4-yl benzoate). RXN SMILES: [C:1]([C:4]1[NH:5][CH:6]=[NH+:7][C:8]=1[O-:9])(=[O:3])[NH2:2].[C:10](Cl)(=[O:17])[C:11]1[CH:16]=[CH:15][CH:14]=[CH:13][CH:12]=1>N1C=CC=CC=1>[C:10]([O:9][C:8]1[N:7]=[CH:6][NH:5][C:4]=1[C:1](=[O:3])[NH2:2])(=[O:17])[C:11]1[CH:16]=[CH:15][CH:14]=[CH:13][CH:12]=1. Procedure details: To a suspension of 455 mg of 4-carbamoylimidazolium-5-olate in 5 ml of dry pyridine was added 1.02 g of benzoyl chloride at a temperature below 5° C. After addition was over, the mixture was stirred under ice cooling for 2 hours. Then separated crystals were filtered off, washed with water and ether, dried to give 5-carbamoyl-1H-imidazol-4-yl benzoate, m.p. 204° C. (dec.).